Dataset: the Open Reaction Database (ORD), a public repository of structured organic reaction records. Task: describe an organic reaction: reactants, conditions, products, and yield The reactants are C1CCOC1, COCCCCO, CCOC(=O)N=NC(=O)OCC, COC(=O)c1cc(O)cc(N2CCCC2=O)c1, c1ccc(P(c2ccccc2)c2ccccc2)cc1. The product is COCCCCOc1cc(C(=O)OC)cc(N2CCCC2=O)c1. Reaction SMILES: [CH2:56]1[O:57][CH2:58][CH2:59][CH2:60]1.[CH3:37][O:38][CH2:39][CH2:40][CH2:41][CH2:42][OH:43].[O:44]=[C:45]([O:46][CH2:47][CH3:48])[N:49]=[N:50][C:51]([O:52][CH2:53][CH3:54])=[O:55].[OH:1][c:2]1[cH:3][c:4]([C:5](=[O:6])[O:7][CH3:8])[cH:9][c:10]([N:12]2[C:13](=[O:17])[CH2:14][CH2:15][CH2:16]2)[cH:11]1.[c:18]1([P:19]([c:20]2[cH:21][cH:22][cH:23][cH:24][cH:25]2)[c:26]2[cH:27][cH:28][cH:29][cH:30][cH:31]2)[cH:32][cH:33][cH:34][cH:35][cH:36]1>>[O:1]([c:2]1[cH:3][c:4]([C:5](=[O:6])[O:7][CH3:8])[cH:9][c:10]([N:12]2[C:13](=[O:17])[CH2:14][CH2:15][CH2:16]2)[cH:11]1)[CH2:42][CH2:41][CH2:40][CH2:39][O:38][CH3:37]. The reactants are CO, Cl, CC(C)(C)OC(=O)N1CC2(C1)NC(=O)c1cc(C3=NOC(c4cc(C(F)(F)F)cc(C(F)(F)F)c4)(C(F)(F)F)C3)ccc12. The product is O=C1NC2(CNC2)c2ccc(C3=NOC(c4cc(C(F)(F)F)cc(C(F)(F)F)c4)(C(F)(F)F)C3)cc21. RXN SMILES: [CH3:45][OH:46].[ClH:44].[F:1][C:2]([c:3]1[cH:4][c:5]([C:13]2([C:38]([F:39])([F:40])[F:41])[CH2:14][C:15]([c:18]3[cH:19][c:20]4[c:34]([cH:35][cH:36]3)[C:23]3([NH:22][C:21]4=[O:37])[CH2:24][N:25]([C:27]([O:28][C:29]([CH3:30])([CH3:31])[CH3:32])=[O:33])[CH2:26]3)=[N:16][O:17]2)[cH:6][c:7]([C:9]([F:10])([F:11])[F:12])[cH:8]1)([F:42])[F:43]>>[F:1][C:2]([c:3]1[cH:4][c:5]([C:13]2([C:38]([F:39])([F:40])[F:41])[CH2:14][C:15]([c:18]3[cH:19][c:20]4[c:34]([cH:35][cH:36]3)[C:23]3([NH:22][C:21]4=[O:37])[CH2:24][NH:25][CH2:26]3)=[N:16][O:17]2)[cH:6][c:7]([C:9]([F:10])([F:11])[F:12])[cH:8]1)([F:42])[F:43]. The reactants are ClC1=C(C(=O)O)C=CC(=C1)C1=NOC(=N1)C1=CC(=C(C=C1)C1=C(C=CC=C1)C)COC (2-chloro-4-{5-[2-(methoxymethyl)-2′-methylbiphenyl-4-yl]-1,2,4-oxadiazol-3-yl}benzoic acid), Cl.COC(CCN)=O (beta-alanine methyl ester hydrochloride). The product is ClC1=C(C(=O)NCCC(=O)OC)C=CC(=C1)C1=NOC(=N1)C1=CC(=C(C=C1)C1=C(C=CC=C1)C)COC (Methyl N-(2-chloro-4-{5-[2-(methoxymethyl)-2′-methylbiphenyl-4-yl]-1,2,4-oxadiazol-3-yl}benzoyl)-beta-alaninate), ClC1=C(C(=O)NCCC(=O)O)C=CC(=C1)C1=NOC(=N1)C1=CC(=C(C=C1)C1=C(C=CC=C1)C)COC (N-(2-chloro-4-{5-[2-(methoxymethyl)-2′-methylbiphenyl-4-yl]-1,2,4-oxadiazol-3-yl}benzoyl)-beta-alanine). As a reaction SMILES: [Cl:1][C:2]1[CH:10]=[C:9]([C:11]2[N:15]=[C:14]([C:16]3[CH:21]=[CH:20][C:19]([C:22]4[CH:27]=[CH:26][CH:25]=[CH:24][C:23]=4[CH3:28])=[C:18]([CH2:29][O:30][CH3:31])[CH:17]=3)[O:13][N:12]=2)[CH:8]=[CH:7][C:3]=1[C:4](O)=[O:5].Cl.[CH3:33][O:34][C:35](=[O:39])[CH2:36][CH2:37][NH2:38]>>[Cl:1][C:2]1[CH:10]=[C:9]([C:11]2[N:15]=[C:14]([C:16]3[CH:21]=[CH:20][C:19]([C:22]4[CH:27]=[CH:26][CH:25]=[CH:24][C:23]=4[CH3:28])=[C:18]([CH2:29][O:30][CH3:31])[CH:17]=3)[O:13][N:12]=2)[CH:8]=[CH:7][C:3]=1[C:4]([NH:38][CH2:37][CH2:36][C:35]([O:34][CH3:33])=[O:39])=[O:5].[Cl:1][C:2]1[CH:10]=[C:9]([C:11]2[N:15]=[C:14]([C:16]3[CH:21]=[CH:20][C:19]([C:22]4[CH:27]=[CH:26][CH:25]=[CH:24][C:23]=4[CH3:28])=[C:18]([CH2:29][O:30][CH3:31])[CH:17]=3)[O:13][N:12]=2)[CH:8]=[CH:7][C:3]=1[C:4]([NH:38][CH2:37][CH2:36][C:35]([OH:34])=[O:39])=[O:5] |f:1.2|. Procedure details: Methyl N-(2-chloro-4-{5-[2-(methoxymethyl)-2′-methylbiphenyl-4-yl]-1,2,4-oxadiazol-3-yl}benzoyl)-beta-alaninate was prepared following the general procedure 14, starting from 2-chloro-4-{5-[2-(methoxymethyl)-2′-methylbiphenyl-4-yl]-1,2,4-oxadiazol-3-yl}benzoic acid and beta-alanine methyl ester hydrochloride. It was hydrolyzed following general procedure 9, to afford the title compound as a white foam. 1H NMR (DMSO-d6, 300 MHz) δ 12.25 (brs, 1H), 8.71 (m, 1H), 8.34 (m, 1H), 8.22-8.08 (m, 3H), 7.... Starting materials: [K] (potassium), [N+](=O)([O-])C1=C(N=C(N1)[N+](=O)[O-])[N+](=O)[O-] (trinitroimidazole), COS(=O)(=O)OC (dimethylsulfate). Solvent: O (water). Reaction conditions: temperature 80 celsius. Product: CN1C(=NC(=C1[N+](=O)[O-])[N+](=O)[O-])[N+](=O)[O-] (1-methyl 2,4,5-trinitroimidazole). Isolated yield 71.9%. As a reaction SMILES: [K].[N+:2]([C:5]1[NH:9][C:8]([N+:10]([O-:12])=[O:11])=[N:7][C:6]=1[N+:13]([O-:15])=[O:14])([O-:4])=[O:3].[CH3:16]OS(OC)(=O)=O>O>[CH3:16][N:9]1[C:5]([N+:2]([O-:4])=[O:3])=[C:6]([N+:13]([O-:15])=[O:14])[N:7]=[C:8]1[N+:10]([O-:12])=[O:11] |^1:0|. Procedure: A mixture of potassium salt of trinitroimidazole (100 mg, 0.41 mmol) and dimethylsulfate (1.0 g, excess) was heated in a preheated oil bath at 80° C. for about 2 h. The reaction mixture was diluted with water (50 mL) and extracted with ether (3×25 mL). The combined organic layer was washed with water (3×25 mL), brine (1×25 mL) and dried (Na2SO4). The solvent was evaporated under reduced pressure and the pale yellow syrupy residue thus obtained was purified via Si-gel column chromatography (eluen... Starting materials: C1CCOC1, [H-], Nc1nc(Cl)cc(C(F)(F)F)n1, [Na+], OCC(F)(F)F. Yields the product Nc1nc(OCC(F)(F)F)cc(C(F)(F)F)n1. RXN SMILES: [CH2:21]1[O:22][CH2:23][CH2:24][CH2:25]1.[H-:8].[NH2:9][c:10]1[n:11][c:12]([C:17]([F:18])([F:19])[F:20])[cH:13][c:14]([Cl:16])[n:15]1.[Na+:7].[OH:1][CH2:2][C:3]([F:4])([F:5])[F:6]>>[O:1]([CH2:2][C:3]([F:4])([F:5])[F:6])[c:14]1[cH:13][c:12]([C:17]([F:18])([F:19])[F:20])[n:11][c:10]([NH2:9])[n:15]1. The product is IC=1C(NC(N(C1)CC(=O)OC)=O)=O (methyl 5-iodouracil-1-acetate). The reactants are IC=1C(NC(NC1)=O)=O (5-Iodouracil), BrCC(=O)OC (methyl bromoacetate). Procedure: Astoundingly, as can be seen from FIG. 2, it was the use of a modification of the Heck reaction (Heck, J. Am. Chem. Soc. 90 (1968), 5518), of all possible options, which led to the desired C—C linkage. 5-Iodouracil (5) was first of all alkylated with methyl bromoacetate to give methyl 5-iodouracil-1-acetate (6). The Heck reaction of 6 with Z-protected allylamine in the presence of Pd(OAc)2 and triphenylphosphine in absolute acetonitrile was carried out with the exclusion of air and at a superele... As a reaction SMILES: [I:1][C:2]1[C:3](=[O:9])[NH:4][C:5](=[O:8])[NH:6][CH:7]=1.Br[CH2:11][C:12]([O:14][CH3:15])=[O:13]>>[I:1][C:2]1[C:3](=[O:9])[NH:4][C:5](=[O:8])[N:6]([CH2:11][C:12]([O:14][CH3:15])=[O:13])[CH:7]=1. As a reaction SMILES: [C:1]([NH:4][C:5]1[S:6][CH:7]=[C:8]([CH3:10])[N:9]=1)(=[O:3])[CH3:2].C(=O)([O-])[O-].[Cs+].[Cs+].Br[C:18]1[CH:23]=[CH:22][N:21]=[C:20]([C:24]([CH3:27])([CH3:26])[CH3:25])[CH:19]=1>CN(C=O)C.C([O-])(=O)C.[Pd+2].C([O-])(=O)C>[C:24]([C:20]1[CH:19]=[C:18]([C:7]2[S:6][C:5]([NH:4][C:1](=[O:3])[CH3:2])=[N:9][C:8]=2[CH3:10])[CH:23]=[CH:22][N:21]=1)([CH3:27])([CH3:26])[CH3:25] |f:1.2.3,6.7.8|. Reactants: C(C)(=O)NC=1SC=C(N1)C (2-acetamido-4-methylthiazole), C([O-])([O-])=O.[Cs+].[Cs+] (cesium carbonate), tri-tert-butylphosphinium tetrafluoroborate, BrC1=CC(=NC=C1)C(C)(C)C (4-bromo-2-tert-butyl-pyridine). The solvent is CN(C)C=O (DMF). Product: C(C)(C)(C)C1=NC=CC(=C1)C1=C(N=C(S1)NC(C)=O)C (N-[5-(2-tert-Butyl-pyridin-4-yl)-4-methyl-thiazol-2-yl]-acetamide). Run at temperature 90 celsius, time 1.5 hour. Reported procedure: A mixture of 2-acetamido-4-methylthiazole (1.2 g, 7.7 mmol, 1.1 eq), cesium carbonate (4.55 g, 14 mmol, 2 eq), tri-tert-butylphosphinium tetrafluoroborate (0.406 g, 1.4 mmol, 0.2 eq), palladium (II) acetate (0.15 g, 0.7 mmol, 0.1 eq) and 4-bromo-2-tert-butyl-pyridine (Step 1.4) (1.5 g, 7 mmol) in DMF (50 mL) is stirred for 1.5 h at 90° C. under an argon atmosphere, allowed to cool, quenched by addition of a saturated solution of NaHCO3 and filtered through a pad of celite. The filtrate is extrac... Reagents/catalysts: C(C)(=O)[O-].[Pd+2].C(C)(=O)[O-] (palladium (II) acetate). Isolated yield 99.7%. Reactants: [Al+3], COc1ccc(CCNC(C)=O)cc1OC, CCOC(C)=O, [H-], [H-], [H-], [H-], [Li+], C1CCOC1, O. Yields the product CCNCCc1ccc(OC)c(OC)c1. Reaction SMILES: [Al+3:2].[C:7]([CH3:8])(=[O:9])[NH:10][CH2:11][CH2:12][c:13]1[cH:14][c:15]([O:16][CH3:17])[c:18]([O:19][CH3:20])[cH:21][cH:22]1.[CH3:29][CH2:30][O:31][C:32](=[O:33])[CH3:34].[H-:1].[H-:4].[H-:5].[H-:6].[Li+:3].[O:24]1[CH2:25][CH2:26][CH2:27][CH2:28]1.[OH2:23]>>[CH2:7]([CH3:8])[NH:10][CH2:11][CH2:12][c:13]1[cH:14][c:15]([O:16][CH3:17])[c:18]([O:19][CH3:20])[cH:21][cH:22]1. Starting materials: Cl (hydrochloric acid), COC(C1=CC(=C(C=C1)CC1=CN(C2=CC=C(C=C12)NC(=O)OC1CCCC1)C(F)F)OC)=O (4-[1-difluoromethyl-5-(cyclopentyloxycarbonyl)amino-1H-indol-3-ylmethyl]-3-methoxy-benzoic acid methylester), O1CCCC1.CO (methanol tetrahydrofuran), O.[OH-].[Li+] (lithium hydroxide monohydrate). Run in O (water). Conditions: time 24 hour. The product is FC(N1C=C(C2=CC(=CC=C12)NC(=O)OC1CCCC1)CC1=C(C=C(C(=O)O)C=C1)OC)F (4-[1-difluoromethyl-5-(cyclopentyloxycarbonyl)amino-1H-indol-3-ylmethyl]-3-methoxy-benzoic acid). As a reaction SMILES: C[O:2][C:3](=[O:34])[C:4]1[CH:9]=[CH:8][C:7]([CH2:10][C:11]2[C:19]3[C:14](=[CH:15][CH:16]=[C:17]([NH:20][C:21]([O:23][CH:24]4[CH2:28][CH2:27][CH2:26][CH2:25]4)=[O:22])[CH:18]=3)[N:13]([CH:29]([F:31])[F:30])[CH:12]=2)=[C:6]([O:32][CH3:33])[CH:5]=1.O1CCCC1.CO.O.[OH-].[Li+].Cl>O>[F:31][CH:29]([F:30])[N:13]1[C:14]2[C:19](=[CH:18][C:17]([NH:20][C:21]([O:23][CH:24]3[CH2:28][CH2:27][CH2:26][CH2:25]3)=[O:22])=[CH:16][CH:15]=2)[C:11]([CH2:10][C:7]2[CH:8]=[CH:9][C:4]([C:3]([OH:34])=[O:2])=[CH:5][C:6]=2[O:32][CH3:33])=[CH:12]1 |f:1.2,3.4.5|. Reported procedure: To a solution of 4-[1-difluoromethyl-5-(cyclopentyloxycarbonyl)amino-1H-indol-3-ylmethyl]-3-methoxy-benzoic acid methylester (0.40 grams, 0.84 mmol) in a 5:5:2 ratio of methanol tetrahydrofuran:water (24 mL) was added lithium hydroxide monohydrate (0.18 grams, 4.18 mmol). The resulting solution was stirred for 24 hours at room temperature. The reaction mixture was then acidified with 1 M hydrochloric acid (aq) and extracted with ethyl acetate. The combined organics were washed with water and bri...